Dataset: the Open Reaction Database (ORD), a public repository of structured organic reaction records. Task: describe an organic reaction: reactants, conditions, products, and yield Starting materials: O=C([O-])[O-], N#Cc1cc(CCl)cc(OC(F)(F)F)c1, [Cs+], [Cs+], CN(C)C=O, CCOC(=O)CC1CCCn2c1cc1cc(O)ccc12. Product: CCOC(=O)CC1CCCn2c1cc1cc(OCc3cc(C#N)cc(OC(F)(F)F)c3)ccc12. As a reaction SMILES: [C:21](=[O:22])([O-:23])[O-:24].[Cl:27][CH2:28][c:29]1[cH:30][c:31]([C:32]#[N:33])[cH:34][c:35]([O:37][C:38]([F:39])([F:40])[F:41])[cH:36]1.[Cs+:25].[Cs+:26].[O:42]=[CH:43][N:44]([CH3:45])[CH3:46].[OH:1][c:2]1[cH:3][c:4]2[cH:5][c:6]3[n:7]([c:8]2[cH:9][cH:10]1)[CH2:11][CH2:12][CH2:13][CH:14]3[CH2:15][C:16](=[O:17])[O:18][CH2:19][CH3:20]>>[O:1]([c:2]1[cH:3][c:4]2[cH:5][c:6]3[n:7]([c:8]2[cH:9][cH:10]1)[CH2:11][CH2:12][CH2:13][CH:14]3[CH2:15][C:16](=[O:17])[O:18][CH2:19][CH3:20])[CH2:28][c:29]1[cH:30][c:31]([C:32]#[N:33])[cH:34][c:35]([O:37][C:38]([F:39])([F:40])[F:41])[cH:36]1. Reactants: CC(C)(C)OC(N)=O, O=C([O-])[O-], CC(=O)O[Pd]OC(C)=O, COC(=O)c1ccc(F)cc1Oc1cnc(Cl)c(F)c1, [Cs+], [Cs+], C1COCCO1. Product: COC(=O)c1ccc(F)cc1Oc1cnc(NC(=O)OC(C)(C)C)c(F)c1. RXN SMILES: [C:21]([NH2:22])([O:23][C:24]([CH3:25])([CH3:26])[CH3:27])=[O:28].[C:29](=[O:30])([O-:31])[O-:32].[C:35]([O:36][Pd:37][O:38][C:39](=[O:40])[CH3:41])(=[O:42])[CH3:43].[Cl:1][c:2]1[c:3]([F:20])[cH:4][c:5]([O:8][c:9]2[c:10]([C:11](=[O:12])[O:13][CH3:14])[cH:15][cH:16][c:17]([F:19])[cH:18]2)[cH:6][n:7]1.[Cs+:33].[Cs+:34].[O:44]1[CH2:45][CH2:46][O:47][CH2:48][CH2:49]1>>[c:2]1([NH:22][C:21]([O:23][C:24]([CH3:25])([CH3:26])[CH3:27])=[O:28])[c:3]([F:20])[cH:4][c:5]([O:8][c:9]2[c:10]([C:11](=[O:12])[O:13][CH3:14])[cH:15][cH:16][c:17]([F:19])[cH:18]2)[cH:6][n:7]1. Starting materials: FC(CC(C#N)C#N)(C(C(F)(F)F)F)F (2-(2,2,3,4,4,4-hexafluorobutyl)malononitrile), FC(S(=O)(=O)OCC(C(C(F)(F)F)F)(F)F)(F)F (2,2,3,4,4,4-hexafluorobutyl trifluoromethanesulfonate), Cl (hydrochloric acid), C([O-])([O-])=O.[K+].[K+] (potassium carbonate). Run in CC(=O)C (acetone). Conditions: time 10 hour. The product is FC(CC(C#N)(C#N)CC(C(C(F)(F)F)F)(F)F)(C(C(F)(F)F)F)F (2,2-bis(2,2,3,4,4,4-hexafluorobutyl)malononitrile). Isolated yield 1.5%. As a reaction SMILES: [F:1][C:2]([F:15])([CH:9]([F:14])[C:10]([F:13])([F:12])[F:11])[CH2:3][CH:4]([C:7]#[N:8])[C:5]#[N:6].FC(F)(F)S(O[CH2:22][C:23]([F:31])([F:30])[CH:24]([F:29])[C:25]([F:28])([F:27])[F:26])(=O)=O.C(=O)([O-])[O-].[K+].[K+].Cl>CC(C)=O>[F:1][C:2]([F:15])([CH:9]([F:14])[C:10]([F:12])([F:13])[F:11])[CH2:3][C:4]([CH2:22][C:23]([F:31])([F:30])[CH:24]([F:29])[C:25]([F:28])([F:27])[F:26])([C:7]#[N:8])[C:5]#[N:6] |f:2.3.4|. Procedure: In 50 ml of acetone, 2.0 g of 2-(2,2,3,4,4,4-hexafluorobutyl)malononitrile and 5.3 g of 2,2,3,4,4,4-hexafluorobutyl trifluoromethanesulfonate were dissolved, 1.9 g of potassium carbonate was added and the mixture was stirred at room temperature for 10 hours. Thereafter, dilute hydrochloric acid was added to the reaction mixture and the mixture was extracted with t-butyl methyl ether. The organic layer was washed successively with water, aqueous saturated sodium hydrogen carbonate and aqueous sat... Starting materials: COc1ccccc1C1(O)CC(CO)CC2CN(Cc3ccccc3)CC21, CCO, [OH-], [OH-], [Pd+2]. Product: COc1ccccc1C1(O)CC(CO)CC2CNCC21. Reaction SMILES: [CH2:1]([c:2]1[cH:3][cH:4][cH:5][cH:6][cH:7]1)[N:8]1[CH2:9][CH:10]2[CH2:11][CH:12]([CH2:26][OH:27])[CH2:13][C:14]([OH:17])([c:18]3[c:19]([O:24][CH3:25])[cH:20][cH:21][cH:22][cH:23]3)[CH:15]2[CH2:16]1.[CH3:28][CH2:29][OH:30].[OH-:31].[OH-:33].[Pd+2:32]>>[NH:8]1[CH2:9][CH:10]2[CH2:11][CH:12]([CH2:26][OH:27])[CH2:13][C:14]([OH:17])([c:18]3[c:19]([O:24][CH3:25])[cH:20][cH:21][cH:22][cH:23]3)[CH:15]2[CH2:16]1. Starting materials: C1CCOC1 (THF), COC=1C=C(C=CC1OC)C1=CC=CC(=N1)C(=O)N1CCN(CC1)C1=CC=C(C=C1)CCC(=O)OCC (ethyl 3-(4-{4-[6-(3,4-dimethoxyphenyl)pyridine-2-carbonyl]piperazin-1-yl }phenyl)propanoate), Cl (hydrochloric acid), [OH-].[Na+] (sodium hydroxide). The solvent is CO (methanol). Reaction conditions: time 1 hour. The product is COC=1C=C(C=CC1OC)C1=CC=CC(=N1)C(=O)N1CCN(CC1)C1=CC=C(C=C1)CCC(=O)O (3-(4-{4-[6-(3,4-dimethoxyphenyl)pyridine-2-carbonyl]piperazin-1-yl}phenyl) propanoic acid). Yield: 70.6%. As a reaction SMILES: C1COCC1.[CH3:6][O:7][C:8]1[CH:9]=[C:10]([C:16]2[N:21]=[C:20]([C:22]([N:24]3[CH2:29][CH2:28][N:27]([C:30]4[CH:35]=[CH:34][C:33]([CH2:36][CH2:37][C:38]([O:40]CC)=[O:39])=[CH:32][CH:31]=4)[CH2:26][CH2:25]3)=[O:23])[CH:19]=[CH:18][CH:17]=2)[CH:11]=[CH:12][C:13]=1[O:14][CH3:15].[OH-].[Na+].Cl>CO>[CH3:6][O:7][C:8]1[CH:9]=[C:10]([C:16]2[N:21]=[C:20]([C:22]([N:24]3[CH2:25][CH2:26][N:27]([C:30]4[CH:31]=[CH:32][C:33]([CH2:36][CH2:37][C:38]([OH:40])=[O:39])=[CH:34][CH:35]=4)[CH2:28][CH2:29]3)=[O:23])[CH:19]=[CH:18][CH:17]=2)[CH:11]=[CH:12][C:13]=1[O:14][CH3:15] |f:2.3|. Reported procedure: To a THF (5 ml) and methanol (5 ml) mixed solution of 1.01 g of ethyl 3-(4-{4-[6-(3,4-dimethoxyphenyl)pyridine-2-carbonyl]piperazin-1-yl }phenyl)propanoate was added 5 ml of a 1M aqueous sodium hydroxide solution, followed by 1 hour of stirring at room temperature. To the reaction solution was added 5 ml of a 1M aqueous hydrochloric acid solution, followed by extraction with ethyl acetate. The organic layer was washed with brine and dried over anhydrous magnesium sulfate. After the solvent was e... Reactants: ClC=1C=C(C(=O)OO)C=CC1 (3-chloroperoxybenzoic acid), CC1C(CCCC1)C1=NC(=NS1)SC (5-(2-methylcyclohexyl)-3-methylthio-1,2,4-thiadiazole), S(=O)(O)[O-].[Na+] (sodium hydrogensulfite). The solvent is C(Cl)(Cl)Cl (chloroform). Run at time 20 minute. Yields the product CS(=O)(=O)C1=NSC(=N1)C1C(CCCC1)C (3-methylsulfonyl-5-(2-methylcyclohexyl)-1,2,4-thiadiazole). As a reaction SMILES: [CH3:1][CH:2]1[CH2:7][CH2:6][CH2:5][CH2:4][CH:3]1[C:8]1[S:12][N:11]=[C:10](SC)[N:9]=1.Cl[C:16]1C=C(C=CC=1)C(OO)=O.[S:26]([O-:29])(O)=[O:27].[Na+]>C(Cl)(Cl)Cl>[CH3:16][S:26]([C:10]1[N:9]=[C:8]([CH:3]2[CH2:4][CH2:5][CH2:6][CH2:7][CH:2]2[CH3:1])[S:12][N:11]=1)(=[O:29])=[O:27] |f:2.3|. Reported procedure: 500 mg of 5-(2-methylcyclohexyl)-3-methylthio-1,2,4-thiadiazole was dissolved in 6.5 ml of chloroform, 1.62 g of 3-chloroperoxybenzoic acid (content>65%) was added thereto taking for 20 minutes, and the reaction mixture was stirred for 30 minutes under ice-cooling and for 1.5 hours under room temperature. Then, the reaction mixture was added to saturated sodium hydrogensulfite aqueous solution, and separated. The organic layer was washed with sodium hydrogencarbonate aqueous solution, dried over...